From a dataset of the Open Reaction Database (ORD), a public repository of structured organic reaction records. describe an organic reaction: reactants, conditions, products, and yield Starting materials: O=C([O-])[O-], C1CCOC1, CI, COC(=O)c1c(Cl)ccc(-n2c(=O)cc(C(F)(F)F)[nH]c2=O)c1C, [K+], [K+]. Product: COC(=O)c1c(Cl)ccc(-n2c(=O)cc(C(F)(F)F)n(C)c2=O)c1C. RXN SMILES: [C:25](=[O:26])([O-:27])[O-:28].[CH2:33]1[O:34][CH2:35][CH2:36][CH2:37]1.[CH3:31][I:32].[Cl:1][c:2]1[cH:3][cH:4][c:5](-[n:13]2[c:14](=[O:24])[nH:15][c:16]([C:20]([F:21])([F:22])[F:23])[cH:17][c:18]2=[O:19])[c:6]([CH3:12])[c:7]1[C:8](=[O:9])[O:10][CH3:11].[K+:29].[K+:30]>>[Cl:1][c:2]1[cH:3][cH:4][c:5](-[n:13]2[c:14](=[O:24])[n:15]([CH3:25])[c:16]([C:20]([F:21])([F:22])[F:23])[cH:17][c:18]2=[O:19])[c:6]([CH3:12])[c:7]1[C:8](=[O:9])[O:10][CH3:11]. Reactants: OC1=CC=C(C=C1)C12CC3(CC(CC(C1)C3)C2)C2=CC=C(C=C2)O (1,3-bis(4-hydroxyphenyl)adamantane), C(Cl)C1CO1 (epichlorohydrin), [OH-].[Na+] (sodium hydroxide), CCC(=O)C (MEK), [OH-].[Na+] (sodium hydroxide). The solvent is CS(=O)C (DMSO), CC(C)CC(=O)C (MIBK), CC(C)CC(=O)C (MIBK). Reaction conditions: temperature 45 celsius, time 4 hour. Yields the product C(C1CO1)OC1=CC=C(C=C1)C12CC3(CC(CC(C1)C3)C2)C2=CC=C(C=C2)OCC2CO2 (1,3-bis(4-glycidyloxyphenyl)adamantane). The yield is 92.9%. RXN SMILES: [OH:1][C:2]1[CH:7]=[CH:6][C:5]([C:8]23[CH2:17][CH:12]4[CH2:13][CH:14]([CH2:16][C:10]([C:18]5[CH:23]=[CH:22][C:21]([OH:24])=[CH:20][CH:19]=5)([CH2:11]4)[CH2:9]2)[CH2:15]3)=[CH:4][CH:3]=1.[CH2:25]([CH:27]1[O:29][CH2:28]1)Cl.[OH-].[Na+].C[CH2:33][C:34]([CH3:36])=[O:35]>CC(CC(C)=O)C.CS(C)=O>[CH2:25]([O:1][C:2]1[CH:3]=[CH:4][C:5]([C:8]23[CH2:15][CH:14]4[CH2:13][CH:12]([CH2:11][C:10]([C:18]5[CH:19]=[CH:20][C:21]([O:24][CH2:33][CH:34]6[O:35][CH2:36]6)=[CH:22][CH:23]=5)([CH2:16]4)[CH2:9]2)[CH2:17]3)=[CH:6][CH:7]=1)[CH:27]1[O:29][CH2:28]1 |f:2.3|. Procedure details: In a separable flask having an inner volume of 300 ml, equipped with a reflux condenser, a stirrer, and a thermometer, were charged 20.0 g (0.06 mol) of 1,3-bis(4-hydroxyphenyl)adamantane, 46 g (0.50 mol) of epichlorohydrin, 30 mL of MIBK, and 60 mL of DMSO, and they were heated to 45° C. Then, 5.5 g (0.14 mol) of sodium hydroxide was added into this solution by small portions during a period of 1.5 hours. After completion of the addition, the reaction temperature was raised to 75° C., and the r...